Dataset: the Open Reaction Database (ORD), a public repository of structured organic reaction records. Task: describe an organic reaction: reactants, conditions, products, and yield The reactants are CC(=O)OC(C)=O, N#CCc1c[nH]c2ccc(N)cc12, c1ccncc1. Product: CC(=O)Nc1ccc2[nH]cc(CC#N)c2c1. As a reaction SMILES: [CH3:14][C:15](=[O:16])[O:17][C:18](=[O:19])[CH3:20].[NH2:1][c:2]1[cH:3][c:4]2[c:5]([CH2:11][C:12]#[N:13])[cH:6][nH:7][c:8]2[cH:9][cH:10]1.[cH:21]1[cH:22][cH:23][n:24][cH:25][cH:26]1>>[NH:1]([c:2]1[cH:3][c:4]2[c:5]([CH2:11][C:12]#[N:13])[cH:6][nH:7][c:8]2[cH:9][cH:10]1)[C:15]([CH3:14])=[O:16]. The reactants are NCCCC[C@H](CSC1=CC=CC=C1)NC1=C(C=C(C=C1)S(=O)(=O)NC(C1=CC=C(C=C1)N1CCC2(CCCC2)CC1)=O)[N+](=O)[O-] (4-(((1R)-5-amino-1-((phenylthio)methyl)pentyl)amino)-N-(4-(8-azaspiro(4.5)dec-8-yl)benzoyl)-3-nitrobenzenesulfonamide), aminoiminosulfonic acid, C(C)(C)N(CC)C(C)C (diisopropylethylamine), CN(C)C=O (DMF). Product: NC(=N)NCCCC[C@H](CSC1=CC=CC=C1)NC1=C(C=C(C=C1)S(=O)(=O)NC(C1=CC=C(C=C1)N1CCC2(CCCC2)CC1)=O)[N+](=O)[O-] (4-(((1R)-5-((amino(imino)methyl)amino)-1-((phenylthio)methyl)pentyl)amino)-N-(4-(8-azaspiro(4.5)dec-8-yl)benzoyl)-3-nitrobenzenesulfonamide). As a reaction SMILES: [NH2:1][CH2:2][CH2:3][CH2:4][CH2:5][C@@H:6]([NH:15][C:16]1[CH:21]=[CH:20][C:19]([S:22]([NH:25][C:26](=[O:43])[C:27]2[CH:32]=[CH:31][C:30]([N:33]3[CH2:42][CH2:41][C:36]4([CH2:40][CH2:39][CH2:38][CH2:37]4)[CH2:35][CH2:34]3)=[CH:29][CH:28]=2)(=[O:24])=[O:23])=[CH:18][C:17]=1[N+:44]([O-:46])=[O:45])[CH2:7][S:8][C:9]1[CH:14]=[CH:13][CH:12]=[CH:11][CH:10]=1.C([N:50]([CH:53](C)C)CC)(C)C.C[N:57](C=O)C>>[NH2:57][C:53]([NH:1][CH2:2][CH2:3][CH2:4][CH2:5][C@@H:6]([NH:15][C:16]1[CH:21]=[CH:20][C:19]([S:22]([NH:25][C:26](=[O:43])[C:27]2[CH:28]=[CH:29][C:30]([N:33]3[CH2:34][CH2:35][C:36]4([CH2:37][CH2:38][CH2:39][CH2:40]4)[CH2:41][CH2:42]3)=[CH:31][CH:32]=2)(=[O:24])=[O:23])=[CH:18][C:17]=1[N+:44]([O-:46])=[O:45])[CH2:7][S:8][C:9]1[CH:10]=[CH:11][CH:12]=[CH:13][CH:14]=1)=[NH:50]. Procedure: A solution of Example 287 (30 mg, 0.05 mmol), aminoiminosulfonic acid (7 mg, 0.055 mmol), diisopropylethylamine (0.02 M1), and DMF (0.3 mL) at room temperature was stirred for 24 hours and concentrated. The concentrate was purified by reverse phase chromatography with 0-90% methanol/0.1% aqueous TFA to provide the desired product. MS (ESI(+)) m/e 708 (M+H)′; ′H NMR (500 MHz, DMSO-d6) δ 12.02 (s, 1H), 8.53 (d, 1H) 8.32 (d, 1H), 7.86 (dd, 1H), 7.73 (d, 2H), 7.39 (t, 1H), 7.25-7.10 (m, 6H), 6.93 (d... Procedure details: In a manner analogous to Example 1(a), 5.34 g (32 mmoles) of 4-hydroxy-2-methyl benzoic acid treated at 100° C. for 12 hours with 50 ml of allyl alcohol and 1.5 ml of concentrated sulfuric acid, give 4 g (76% yield) of the expected ester having a melting point of 76°-77° C. RXN SMILES: [OH:1][C:2]1[CH:10]=[CH:9][C:5]([C:6]([OH:8])=[O:7])=[C:4]([CH3:11])[CH:3]=1.S(=O)(=O)(O)O.[CH2:17](O)[CH:18]=[CH2:19]>>[OH:1][C:2]1[CH:10]=[CH:9][C:5]([C:6]([O:8][CH2:19][CH:18]=[CH2:17])=[O:7])=[C:4]([CH3:11])[CH:3]=1. Product: OC1=CC(=C(C(=O)OCC=C)C=C1)C (allyl 4-hydroxy-2-methylbenzoate). Reactants: OC1=CC(=C(C(=O)O)C=C1)C (4-hydroxy-2-methyl benzoic acid), S(O)(O)(=O)=O (sulfuric acid), C(C=C)O (allyl alcohol). The yield is 76.0%. The reactants are BrN1C(CCC1=O)=O (N-bromosuccinimide), N(=NC(C#N)(C)C)C(C#N)(C)C (2,2′-azobisisobutyronitrile), C1(=CC=CC=C1)C1=CC(C2=CC(=CC=C12)OCCCC1=CC=CC=C1)=O (3-phenyl-6-(3-phenyl-propoxy)-indene-1-one). Reagents/catalysts: [W] (tungsten). Run in C(Cl)(Cl)(Cl)Cl (carbon tetrachloride). Yields the product BrC=1C(C2=CC(=CC=C2C1C1=CC=CC=C1)OCCCC1=CC=CC=C1)=O (2-bromo-3-phenyl-6-(3-phenyl-propoxy)-indene-1-one). Yield: 59.8%. Reaction SMILES: [C:1]1([C:7]2[C:15]3[C:10](=[CH:11][C:12]([O:16][CH2:17][CH2:18][CH2:19][C:20]4[CH:25]=[CH:24][CH:23]=[CH:22][CH:21]=4)=[CH:13][CH:14]=3)[C:9](=[O:26])[CH:8]=2)[CH:6]=[CH:5][CH:4]=[CH:3][CH:2]=1.[Br:27]N1C(=O)CCC1=O.N(C(C)(C)C#N)=NC(C)(C)C#N>C(Cl)(Cl)(Cl)Cl.[W]>[Br:27][C:8]1[C:9](=[O:26])[C:10]2[C:15]([C:7]=1[C:1]1[CH:2]=[CH:3][CH:4]=[CH:5][CH:6]=1)=[CH:14][CH:13]=[C:12]([O:16][CH2:17][CH2:18][CH2:19][C:20]1[CH:25]=[CH:24][CH:23]=[CH:22][CH:21]=1)[CH:11]=2. Reported procedure: 3-Phenyl-6-(3-phenyl-propoxy)-indene-1-one (200 mg, 0.586 mmol) obtained in Step 1 was dissolved in carbon tetrachloride, and N-bromosuccinimide (313 mg, 1.75 mmol) and 2,2′-azobisisobutyronitrile (9.7 mg) were added thereto. The mixture was refluxed for 1 hr under the irradiation of a 375 W tungsten lamp. Upon the completion of the reaction, the mixture washed with saturated saline and extracted with dichloromethane. The organic layer was separated, dried over anhydrous MgSO4 and concentrated u... Reactants: CC1(C)C(C=C(Cl)C(CF)(CF)CF)C1C(=O)Cl, COC(=O)C1C(C=C(Cl)C(CF)(CF)CF)C1(C)C, OCc1cccc2c1Cc1ccccc1-2, c1ccc2c(c1)Cc1ccccc1-2. The product is COC(=O)C1C(C=C(Cl)C(CF)(CF)CF)C1(C)C, c1ccc2c(c1)Cc1ccccc1-2. Reaction SMILES: [Cl:16][C:17]([C:18]([CH2:19][F:20])([CH2:21][F:22])[CH2:23][F:24])=[CH:25][CH:26]1[CH:27]([C:28]([Cl:29])=[O:30])[C:31]1([CH3:32])[CH3:33].[Cl:34][C:35](=[CH:36][CH:37]1[C:38]([CH3:44])([CH3:45])[CH:39]1[C:40](=[O:41])[O:42][CH3:43])[C:46]([CH2:47][F:48])([CH2:49][F:50])[CH2:51][F:52].[c:1]1([CH2:14][OH:15])[cH:2][cH:3][cH:4][c:5]2[c:13]1[CH2:12][c:11]1[c:6]-2[cH:7][cH:8][cH:9][cH:10]1.[cH:53]1[c:54]2[c:62]([cH:63][cH:64][cH:65]1)-[c:57]1[c:56]([cH:61][cH:60][cH:59][cH:58]1)[CH2:55]2>>[Cl:34][C:35](=[CH:36][CH:37]1[C:38]([CH3:44])([CH3:45])[CH:39]1[C:40](=[O:41])[O:42][CH3:43])[C:46]([CH2:47][F:48])([CH2:49][F:50])[CH2:51][F:52].[cH:1]1[cH:2][cH:3][cH:4][c:5]2[c:13]1[CH2:12][c:11]1[c:6]-2[cH:7][cH:8][cH:9][cH:10]1. Starting materials: Cl.COC1=CC(=C(C=C1)NN)C (1-(4-methoxy-2-methylphenyl) hydrazine hydrochloride), CCOC(=O)CC1CCCCC1=O (ethyl 2-cyclohexanone acetate). Product: ClC1=CC=C(CN2C3=C(C=C(C=C3C=3CCCC(C23)CC(=O)OC)OC)C)C=C1 (9-p-Chlorobenzyl-6-methoxy-8-methyl-1,2,3,4-tetrahydrocarbazol-1-yl-acetic acid, methyl ester). Reaction SMILES: [ClH:1].[CH3:2][O:3][C:4]1[CH:9]=[CH:8][C:7]([NH:10]N)=[C:6]([CH3:12])[CH:5]=1.C[CH2:14][O:15][C:16]([CH2:18][CH:19]1[C:24](=O)[CH2:23][CH2:22][CH2:21][CH2:20]1)=[O:17]>>[Cl:1][C:9]1[CH:8]=[CH:7][C:6]([CH2:12][N:10]2[C:24]3[CH:19]([CH2:18][C:16]([O:15][CH3:14])=[O:17])[CH2:20][CH2:21][CH2:22][C:23]=3[C:8]3[C:7]2=[C:6]([CH3:12])[CH:5]=[C:4]([O:3][CH3:2])[CH:9]=3)=[CH:5][CH:4]=1 |f:0.1|. Reported procedure: Following the procedure of Example 30, but using 1-(4-methoxy-2-methylphenyl) hydrazine hydrochloride and ethyl 2-cyclohexanone acetate in Step I, as starting material, the title compound is prepared. The reactants are solid, Cl.Cl.O1CCC2=C1C=CC=C2C2CCN(CC2)CC[C@@H]2CC[C@H](CC2)N (trans-4-{2-[4-(2,3-dihydro-benzofuran-4-yl)-piperidin-1-yl]-ethyl}-cyclohexylamine dihydrochloride), Cl.Cl.O1CCC2=C1C=CC=C2C2CCN(CC2)CC[C@@H]2CC[C@H](CC2)N (trans-4-{2-[4-(2,3-dihydro-benzofuran-4-yl)-piperidin-1-yl]-ethyl}-cyclohexylamine dihydrochloride), FC([C@@H](CC(=O)O)O)(F)F ((R)-4,4,4-trifluoro-3-hydroxy-butyric acid). Yields the product O1CCC2=C1C=CC=C2C2CCN(CC2)CC[C@@H]2CC[C@H](CC2)NC(C[C@H](C(F)(F)F)O)=O (trans-(R)—N-(4-{2-[4-(2,3-Dihydro-benzofuran-4-yl)-piperidin-1-yl]-ethyl}-cyclohexyl)-4,4,4-trifluoro-3-hydroxy-butyramide). Reaction SMILES: Cl.Cl.[O:3]1[C:7]2[CH:8]=[CH:9][CH:10]=[C:11]([CH:12]3[CH2:17][CH2:16][N:15]([CH2:18][CH2:19][C@H:20]4[CH2:25][CH2:24][C@H:23]([NH2:26])[CH2:22][CH2:21]4)[CH2:14][CH2:13]3)[C:6]=2[CH2:5][CH2:4]1.[F:27][C:28]([F:36])([F:35])[C@H:29]([OH:34])[CH2:30][C:31](O)=[O:32]>>[O:3]1[C:7]2[CH:8]=[CH:9][CH:10]=[C:11]([CH:12]3[CH2:17][CH2:16][N:15]([CH2:18][CH2:19][C@H:20]4[CH2:21][CH2:22][C@H:23]([NH:26][C:31](=[O:32])[CH2:30][C@@H:29]([OH:34])[C:28]([F:36])([F:35])[F:27])[CH2:24][CH2:25]4)[CH2:14][CH2:13]3)[C:6]=2[CH2:5][CH2:4]1 |f:0.1.2|. Procedure: The title compound, white solid (84 mg, 72%), MS (ISP) m/z=469.4 [(M+H)+], mp 189° C., was prepared in accordance with the general method of example 1 from trans-4-{2-[4-(2,3-dihydro-benzofuran-4-yl)-piperidin-1-yl]-ethyl}-cyclohexylamine dihydrochloride (intermediate B) (100 mg, 0.25 mmol) and (R)-4,4,4-trifluoro-3-hydroxy-butyric acid.